From a dataset of the Open Reaction Database (ORD), a public repository of structured organic reaction records. describe an organic reaction: reactants, conditions, products, and yield The reactants are N#Cc1ccc2c(c1)-c1sc(Br)cc1CCO2, [Li]CCCC, C1CCOC1, O=C=O. Product: N#Cc1ccc2c(c1)-c1sc(C(=O)O)cc1CCO2. Reaction SMILES: [Br:1][c:2]1[cH:3][c:4]2[c:10]([s:11]1)-[c:9]1[c:8]([cH:15][cH:14][c:13]([C:16]#[N:17])[cH:12]1)[O:7][CH2:6][CH2:5]2.[CH2:18]([Li:19])[CH2:20][CH2:21][CH3:22].[CH2:26]1[O:27][CH2:28][CH2:29][CH2:30]1.[O:23]=[C:24]=[O:25]>>[c:2]1([C:24](=[O:23])[OH:25])[cH:3][c:4]2[c:10]([s:11]1)-[c:9]1[c:8]([cH:15][cH:14][c:13]([C:16]#[N:17])[cH:12]1)[O:7][CH2:6][CH2:5]2. Starting materials: Cl.[Cl-].[Na+] (hydrochloric acid sodium chloride), [Br-].C(=O)(OCC)C[S+](C)C (carboethoxymethyl dimethylsulfonium bromide), C1(C=CCC1)=O (2-cyclopenten-1-one), N12CCCCCC2=NCCC1 (1,8-diazabicyclo[5.4.0]undec-7-ene). Run in C1(=CC=CC=C1)C (toluene). Run at time 1 hour. Yields the product O=C1[C@@H]2[C@H]([C@@H]2CC1)C(=O)OCC ((1S*,5R*,6S*) Ethyl 2-Oxobicyclo[3.1.0]hexane-6-carboxylate). Yield: 68.3%. Reaction SMILES: [Br-].[C:2]([CH2:7][S+](C)C)([O:4][CH2:5][CH3:6])=[O:3].N12CCCN=C1CCCCC2.[C:22]1(=[O:27])[CH2:26][CH2:25][CH:24]=[CH:23]1.Cl.[Cl-].[Na+]>C1(C)C=CC=CC=1>[O:27]=[C:22]1[CH2:26][CH2:25][C@@H:24]2[C@H:23]1[C@H:7]2[C:2]([O:4][CH2:5][CH3:6])=[O:3] |f:0.1,4.5.6|. Reported procedure: A suspension of carboethoxymethyl dimethylsulfonium bromide (45.5 g, 198.6 mmol) in toluene (350mL) was treated with 1,8-diazabicyclo[5.4.0]undec-7-ene (30.2 g, 198.4 mmol). The resulting mixture was stirred at room temperature. After one hour, the reaction mixture was treated with 2-cyclopenten-1-one (19.57 g, 238.4 mmol). After an additional 18 hours, the reaction mixture was added to a 1 N hydrochloric acid/sodium chloride solution. The resulting mixture was extracted with diethyl ether. The ... Starting materials: O=C1O[C@@H]([C@H](N1)C(=O)O)C1=CC=CC=C1 ((4S,5R)-2-oxo-5-phenyloxazolidine-4-carboxylic acid), [N+](=O)(O)[O-].[N+](=O)([O-])OCCN (N-(2-nitrooxyethyl)amine nitrate). The product is [N+](=O)([O-])OCCNC(=O)[C@H]1NC(O[C@@H]1C1=CC=CC=C1)=O ((4S,5R)-N-(2-Nitrooxyethyl)-2-oxo-5-phenyloxazolidine-4-carboxamide). Isolated yield 38.9%. Reaction SMILES: [O:1]=[C:2]1[NH:6][C@H:5]([C:7]([OH:9])=O)[C@@H:4]([C:10]2[CH:15]=[CH:14][CH:13]=[CH:12][CH:11]=2)[O:3]1.[N+]([O-])(O)=O.[N+:20]([O:23][CH2:24][CH2:25][NH2:26])([O-:22])=[O:21]>>[N+:20]([O:23][CH2:24][CH2:25][NH:26][C:7]([C@@H:5]1[C@@H:4]([C:10]2[CH:15]=[CH:14][CH:13]=[CH:12][CH:11]=2)[O:3][C:2](=[O:1])[NH:6]1)=[O:9])([O-:22])=[O:21] |f:1.2|. Procedure details: A procedure similar to that described in Example 19 was repeated, but using 130 mg of (4S,5R)-2-oxo-5-phenyloxazolidine-4-carboxylic acid and 127 mg of N-(2-nitrooxyethyl)amine nitrate, to obtain 72 mg of the title compound as colorless plates, melting at 122°-124° C. The reactants are BrC(C(=O)C1=CC=CC=C1)C (2-bromo-1-phenyl-1-propanone), COCC1(CCNCC1)N(C(CC)=O)C1=CC=CC=C1 (N-[4-(methoxymethyl)-4-piperidinyl]-N-phenylpropanamide), CC(C)NC(C)C (N-(1-methylethyl)-2-propanamine). The solvent is CC(CC(C)=O)C (4-methyl-2-pentanone). Product: C(C1=CC=CC=C1)(=O)C(C)N1CCC(CC1)(COC)N(C(CC)=O)C1=CC=CC=C1 (N-[1-(1-benzoylethyl)-4-(methoxymethyl)-4-piperidinyl]-N-phenylpropanamide). Reaction SMILES: Br[CH:2]([CH3:11])[C:3]([C:5]1[CH:10]=[CH:9][CH:8]=[CH:7][CH:6]=1)=[O:4].[CH3:12][O:13][CH2:14][C:15]1([N:21]([C:26]2[CH:31]=[CH:30][CH:29]=[CH:28][CH:27]=2)[C:22](=[O:25])[CH2:23][CH3:24])[CH2:20][CH2:19][NH:18][CH2:17][CH2:16]1.CC(NC(C)C)C>CC(C)CC(=O)C>[C:3]([CH:2]([N:18]1[CH2:19][CH2:20][C:15]([N:21]([C:26]2[CH:31]=[CH:30][CH:29]=[CH:28][CH:27]=2)[C:22](=[O:25])[CH2:23][CH3:24])([CH2:14][O:13][CH3:12])[CH2:16][CH2:17]1)[CH3:11])(=[O:4])[C:5]1[CH:10]=[CH:9][CH:8]=[CH:7][CH:6]=1. Procedure details: A mixture of 3.6 parts of 2-bromo-1-phenyl-1-propanone, 4.1 parts of N-[4-(methoxymethyl)-4-piperidinyl]-N-phenylpropanamide, 3.5 parts of N-(1-methylethyl)-2-propanamine and 80 parts of 4-methyl-2-pentanone is stirred and refluxed for 16 hours. The reaction mixture is cooled to room temperature and the precipitate is filtered off. The filtrate is evaporated. The oily residue is purified by column-chromatography over silicagel, using a mixture of trichloromethane and 3% of methanol as eluent. Th... The reactants are C(C)OC(=O)C1NCC=2NC3=CC(=CC=C3C2C1)[N+](=O)[O-] (7-nitro-1,2,3,4-tetrahydro-β-carbolin-3-carboxylic acid ethyl ester). The reagents and catalysts are [C].[Pd] (palladium-carbon). Run in C=1(C(=CC=CC1)C)C (xylene). Yields the product C(C)OC(=O)C=1N=CC=2NC3=CC(=CC=C3C2C1)[N+](=O)[O-] (7-nitro-β-carbolin-3-carboxylic acid ethyl ester). The yield is 65.9%. As a reaction SMILES: [CH2:1]([O:3][C:4]([CH:6]1[CH2:18][C:17]2[C:16]3[C:11](=[CH:12][C:13]([N+:19]([O-:21])=[O:20])=[CH:14][CH:15]=3)[NH:10][C:9]=2[CH2:8][NH:7]1)=[O:5])[CH3:2]>C1(C)C(C)=CC=CC=1.[C].[Pd]>[CH2:1]([O:3][C:4]([C:6]1[N:7]=[CH:8][C:9]2[NH:10][C:11]3[C:16]([C:17]=2[CH:18]=1)=[CH:15][CH:14]=[C:13]([N+:19]([O-:21])=[O:20])[CH:12]=3)=[O:5])[CH3:2] |f:2.3|. Procedure: 400 mg of 7-nitro-1,2,3,4-tetrahydro-β-carbolin-3-carboxylic acid ethyl ester is dissolved in 40 ml of hot xylene and, after the addition of 400 mg of palladium-carbon (10%), is refluxed for 30 hours. The catalyst is filtered off with suction, and washed out well with warm xylene. The filtrate is concentrated in vacuo, and the residue chromatographed on silica gel with chloroform-ethanol (10:2). 260 mg of 7-nitro-β-carbolin-3-carboxylic acid ethyl ester of melting point 321° C. (decomposition) i...